Dataset: the Open Reaction Database (ORD), a public repository of structured organic reaction records. Task: describe an organic reaction: reactants, conditions, products, and yield Starting materials: COC1=CC=C(C=C1)C1=NNC2=C(C=CC=C12)C (3-(4-methoxyphenyl)-7-methyl-1H-indazole), [H-].[Na+] (sodium hydride), IC(C)C (2-iodopropane). Yields the product C(C)(C)N1N=C(C2=CC=CC(=C12)C)C1=CC=C(C=C1)OC (1-isopropyl-3-(4-methoxyphenyl)-7-methyl-1H-indazole). Yield: 40.7%. RXN SMILES: [CH3:1][O:2][C:3]1[CH:8]=[CH:7][C:6]([C:9]2[C:17]3[C:12](=[C:13]([CH3:18])[CH:14]=[CH:15][CH:16]=3)[NH:11][N:10]=2)=[CH:5][CH:4]=1.[H-].[Na+].I[CH:22]([CH3:24])[CH3:23]>>[CH:22]([N:11]1[C:12]2[C:17](=[CH:16][CH:15]=[CH:14][C:13]=2[CH3:18])[C:9]([C:6]2[CH:5]=[CH:4][C:3]([O:2][CH3:1])=[CH:8][CH:7]=2)=[N:10]1)([CH3:24])[CH3:23] |f:1.2|. Procedure details: Prepared according to Method D step B from 3-(4-methoxyphenyl)-7-methyl-1H-indazole (0.115 g, 0.5 mmol), sodium hydride (60% in oil, 0.024 g, 0.6 mmol) and 2-iodopropane (0.10 mL, 1.0 mmol) to give the title compound (0.057 g) as a white solid. Starting materials: OCCSC1=CC=C(C(=O)O)C=C1 (4-(2-Hydroxy-ethylsulfanyl)-benzoic acid), [H-].[Na+] (Sodium hydride), CI (Methyl iodide). Run in CN(C)C=O (DMF). Reaction conditions: temperature 27.5 celsius, time 15 minute. Yields the product COCCSC1=CC=C(C(=O)O)C=C1 (4-(2-Methoxy-ethylsulfanyl)-benzoic acid). Isolated yield 60.2%. As a reaction SMILES: [OH:1][CH2:2][CH2:3][S:4][C:5]1[CH:13]=[CH:12][C:8]([C:9]([OH:11])=[O:10])=[CH:7][CH:6]=1.[H-].[Na+].[CH3:16]I>CN(C=O)C>[CH3:16][O:1][CH2:2][CH2:3][S:4][C:5]1[CH:13]=[CH:12][C:8]([C:9]([OH:11])=[O:10])=[CH:7][CH:6]=1 |f:1.2|. Reported procedure: To a stirred solution of 4-(2-Hydroxy-ethylsulfanyl)-benzoic acid (7 g, 0.0352 mol) in DMF (140 mL) was added Sodium hydride (4.2 g, 0.088 mmol) at 5-10° C. under nitrogen atmosphere. Reaction mixture was stirred for 15 min at 25-30° C. and then Methyl iodide (6.6 mL, 0.1057mol) was added to at 10-15° C. Stirring continued for 3 hr after removing cooling. Reaction mixture was then quenched in aqueous NaOH solution and stirred for 30 min. Aqueous layer was washed with ethyl acetate (200 mL). Aque... Starting materials: CN(Cc1ccccc1)S(=O)(=O)c1ccc(CBr)cc1, Cl, C1CCOC1, O, O=C1CSC(=O)N1. Product: CN(Cc1ccccc1)S(=O)(=O)c1ccc(CC2SC(=O)NC2=O)cc1. As a reaction SMILES: [CH2:8]([c:9]1[cH:10][cH:11][cH:12][cH:13][cH:14]1)[N:15]([S:16](=[O:17])(=[O:18])[c:19]1[cH:20][cH:21][c:22]([CH2:25][Br:26])[cH:23][cH:24]1)[CH3:27].[ClH:34].[O:28]1[CH2:29][CH2:30][CH2:31][CH2:32]1.[OH2:33].[S:1]1[C:2](=[O:7])[NH:3][C:4](=[O:6])[CH2:5]1>>[S:1]1[C:2](=[O:7])[NH:3][C:4](=[O:6])[CH:5]1[CH2:25][c:22]1[cH:21][cH:20][c:19]([S:16]([N:15]([CH2:8][c:9]2[cH:10][cH:11][cH:12][cH:13][cH:14]2)[CH3:27])(=[O:17])=[O:18])[cH:24][cH:23]1. Reactants: C1=CC=CC=2C3=CC=CC=C3N(C12)C1=CC=C(C=C1)C(C)=O (1-(4-carbazol-9-yl-phenyl)-ethanone), [Al+3].[Cl-].[Cl-].[Cl-] (AlCl3), C=1(C(=CC=CC1)C(=O)Cl)C (o-toluoyl chloride), ice water. Run in C(Cl)Cl (CH2Cl2). Run at time 8 hour. Yields the product CC1=C(C(=O)C=2C=CC=3N(C4=CC=C(C=C4C3C2)C(C2=C(C=CC=C2)C)=O)C2=CC=C(C=C2)C(C)=O)C=CC=C1 (1-{4-[3,6-Bis-(2-methyl-benzoyl)-carbazol-9-yl]-phenyl}-ethanone). RXN SMILES: [CH:1]1[C:13]2[N:12]([C:14]3[CH:19]=[CH:18][C:17]([C:20](=[O:22])[CH3:21])=[CH:16][CH:15]=3)[C:11]3[C:6](=[CH:7][CH:8]=[CH:9][CH:10]=3)[C:5]=2[CH:4]=[CH:3][CH:2]=1.[Al+3].[Cl-].[Cl-].[Cl-].[C:27]1([CH3:36])[C:28]([C:33](Cl)=[O:34])=[CH:29][CH:30]=[CH:31][CH:32]=1>C(Cl)Cl>[CH3:36][C:27]1[CH:32]=[CH:31][CH:30]=[CH:29][C:28]=1[C:33]([C:8]1[CH:9]=[CH:10][C:11]2[N:12]([C:14]3[CH:15]=[CH:16][C:17]([C:20](=[O:22])[CH3:21])=[CH:18][CH:19]=3)[C:13]3[C:5]([C:6]=2[CH:7]=1)=[CH:4][C:3]([C:33](=[O:34])[C:28]1[CH:29]=[CH:30][CH:31]=[CH:32][C:27]=1[CH3:36])=[CH:2][CH:1]=3)=[O:34] |f:1.2.3.4|. Procedure details: To 1-(4-carbazol-9-yl-phenyl)-ethanone (2.0 g) in CH2Cl2 (100 mL) is added AlCl3 (3.3 g) and o-toluoyl chloride (2.3 g) at 0° C. After stirring overnight at room temperature, the reaction mixture is poured into ice-water. The product is extracted twice with CH2Cl2, and the combined organic layer is washed with H2O and brine, dried over MgSO4, and concentrated to give the residue, which is further dried in vacuo. The product thus obtained is used for the next reaction without further purification... Reactants: NC1=C(C(=NC=N1)N[C@@H](C)C1=NN2C(C(N1C1=CC=CC=C1)=O)=C(C=C2)C)I ((S)-2-(1-((6-Amino-5-iodopyrimidin-4-yl)amino)ethyl)-5-methyl-3-phenylpyrrolo[2,1-f][1,2,4]triazin-4(3H)-one), SC=1C=C(C=CC1)O (3-mercaptophenol), C([O-])([O-])=O.[K+].[K+] (potassium carbonate). The reagents and catalysts are [Cu]I (copper(I) iodide). Solvent: ClCCl (dichloromethane). Product: NC1=C(C(=NC=N1)N[C@@H](C)C1=NN2C(C(N1C1=CC=CC=C1)=O)=C(C=C2)C)SC2=CC(=CC=C2)O ((S)-2-(1-((6-Amino-5-((3-hydroxyphenyl)thio)pyrimidin-4-yl)amino)ethyl)-5-methyl-3-phenylpyrrolo[2,1-f][1,2,4]triazin-4(3H)-one). The yield is 29.4%. As a reaction SMILES: [NH2:1][C:2]1[N:7]=[CH:6][N:5]=[C:4]([NH:8][C@H:9]([C:11]2[N:16]([C:17]3[CH:22]=[CH:21][CH:20]=[CH:19][CH:18]=3)[C:15](=[O:23])[C:14]3=[C:24]([CH3:27])[CH:25]=[CH:26][N:13]3[N:12]=2)[CH3:10])[C:3]=1I.[SH:29][C:30]1[CH:31]=[C:32]([OH:36])[CH:33]=[CH:34][CH:35]=1.C(=O)([O-])[O-].[K+].[K+]>ClCCl.[Cu]I>[NH2:1][C:2]1[N:7]=[CH:6][N:5]=[C:4]([NH:8][C@H:9]([C:11]2[N:16]([C:17]3[CH:22]=[CH:21][CH:20]=[CH:19][CH:18]=3)[C:15](=[O:23])[C:14]3=[C:24]([CH3:27])[CH:25]=[CH:26][N:13]3[N:12]=2)[CH3:10])[C:3]=1[S:29][C:30]1[CH:35]=[CH:34][CH:33]=[C:32]([OH:36])[CH:31]=1 |f:2.3.4|. Procedure details: (S)-2-(1-((6-Amino-5-iodopyrimidin-4-yl)amino)ethyl)-5-methyl-3-phenylpyrrolo[2,1-f][1,2,4]triazin-4(3H)-one (100 mg, 0.21 mmol) was treated with 3-mercaptophenol (39 mg, 0.31 mmol), potassium carbonate (128 mg, 0.93 mmol) and copper(I) iodide (59 mg, 0.31 mmol) in a microwave vessel with dichloromethane as a solvent according to the method described in Preparation 44. The residue was purified using SP1® Purification System (0% to 100%, hexane-ethyl acetate) to give 30 mg (30% yield) of the titl...